From a dataset of the Open Reaction Database (ORD), a public repository of structured organic reaction records. describe an organic reaction: reactants, conditions, products, and yield The product is CCCCCCCCc1ccc2c(CO)cn(C(=O)OC(C)(C)C)c2c1. RXN SMILES: [BH:1]([O-:2])[O:11][CH2:3][CH2:4][CH2:5][CH2:6][CH2:7][CH2:8][CH2:9][CH3:10].[C:31]([CH3:32])([CH3:33])([CH3:34])[O:35][C:36](=[O:37])[n:38]1[cH:39][c:40]([CH2:48][OH:49])[c:41]2[cH:42][cH:43][c:44]([Br:47])[cH:45][c:46]12.[CH2:12]=[CH:13][CH2:14][CH2:15][CH2:16][CH2:17][CH2:18][CH3:19].[CH2:50]1[O:51][CH2:52][CH2:53][CH2:54]1.[CH:20]12[CH2:21][CH2:22][CH2:23][CH:24]([BH:25]1)[CH2:26][CH2:27][CH2:28]2.[Na+:30].[OH-:29]>>[CH2:3]([CH2:4][CH2:5][CH2:6][CH2:7][CH2:8][CH2:9][CH3:10])[c:44]1[cH:43][cH:42][c:41]2[c:40]([CH2:48][OH:49])[cH:39][n:38]([C:36]([O:35][C:31]([CH3:32])([CH3:33])[CH3:34])=[O:37])[c:46]2[cH:45]1. Starting materials: CCCCCCCCOB[O-], CC(C)(C)OC(=O)n1cc(CO)c2ccc(Br)cc21, C=CCCCCCC, C1CCOC1, B1C2CCCC1CCC2, [Na+], [OH-]. The solvent is O (water). Yields the product FC(COC1=NC=C(C=C1)[N+](=O)[O-])(F)F (2-(2,2,2-Trifluoroethoxy)-5-Nitropyridine). The reactants are ClC1=NC=C(C=C1)[N+](=O)[O-] (2-Chloro-5-nitropyridine), FC(CO)(F)F (2,2,2-trifluoroethanol), [OH-].[Li+] (lithium hydroxide), CS(=O)C (DMSO). Procedure: 2-Chloro-5-nitropyridine (9.5 grams), 2,2,2-trifluoroethanol (6.0 grams), and lithium hydroxide (4.0 grams) were mixed in 50 ml. of DMSO and stirred overnight (about 18 hours) at room temperature. The reaction mixture was then poured into water and the product was separated by filtration. It was crystallized from ethyl acetate-hexanes, yield 5.0 grams, m.p., 35°-37° C. RXN SMILES: Cl[C:2]1[CH:7]=[CH:6][C:5]([N+:8]([O-:10])=[O:9])=[CH:4][N:3]=1.[F:11][C:12]([F:16])([F:15])[CH2:13][OH:14].[OH-].[Li+].CS(C)=O>O>[F:11][C:12]([F:16])([F:15])[CH2:13][O:14][C:2]1[CH:7]=[CH:6][C:5]([N+:8]([O-:10])=[O:9])=[CH:4][N:3]=1 |f:2.3|. The reactants are C([O-])(O)=O.[Na+] (sodium bicarbonate), C1(=CC=C(C=C1)S(=O)(=O)O)C (p-toluenesulfonic acid), COC(C)(C)OC (2,2-dimethoxypropane), CC(C)=C[C@@H]([C@@H](CC)O)O ((4S,5R)-2-Methyl-4,5-dihydroxy-hept-2-ene). Solvent: ClCCl (dichloromethane). Run at time 24 hour. Yields the product CC1(O[C@@H]([C@@H](O1)CC(C)C)C=C)C ((4S,5R)-2,2-Dimethyl-4-isobutyl-5-vinyl-1,3-dioxolane). RXN SMILES: [CH3:1][C:2](=[CH:4][C@H:5]([OH:10])[C@H:6]([OH:9])[CH2:7][CH3:8])[CH3:3].[C:11]1(C)[CH:16]=CC(S(O)(=O)=O)=C[CH:12]=1.COC(OC)(C)C.C(=O)(O)[O-].[Na+]>ClCCl>[CH3:12][C:11]1([CH3:16])[O:10][C@@H:5]([CH2:4][CH:2]([CH3:3])[CH3:1])[C@@H:6]([CH:7]=[CH2:8])[O:9]1 |f:3.4|. Reported procedure: To the crude alcohol resulting from Example 9A dissolved in dichloromethane was added p-toluenesulfonic acid (500 mg) and 2,2-dimethoxypropane. The reaction was stirred at ambient temperature for 24 hours and poured into saturated sodium bicarbonate solution. The organic phase was separated, dried over magnesium sulfate and concentrated by distillation to give the title compound. 1H NMR (CDCl3, 300 MHz) δ0.92 (d, J=6 Hz, 3H), 0.96 (d, J-6 Hz, 3H), 1.17 (ddd, J=4.5, 9.0, 15 Hz, 1H), 1.38 (s, 3H),... Starting materials: Br, O=C(O)c1ccccc1CCc1ccccc1, COCCn1c(=N)sc2ccccc21. Yields the product COCCn1c(=NC(=O)c2ccccc2CCc2ccccc2)sc2ccccc21. Reaction SMILES: [BrH:1].[CH2:16]([CH2:17][c:18]1[cH:19][cH:20][cH:21][cH:22][cH:23]1)[c:24]1[c:25]([C:26](=[O:27])[OH:28])[cH:29][cH:30][cH:31][cH:32]1.[CH3:2][O:3][CH2:4][CH2:5][n:6]1[c:7](=[NH:15])[s:8][c:9]2[c:10]1[cH:11][cH:12][cH:13][cH:14]2>>[CH3:2][O:3][CH2:4][CH2:5][n:6]1[c:7](=[N:15][C:26]([c:25]2[c:24]([CH2:16][CH2:17][c:18]3[cH:19][cH:20][cH:21][cH:22][cH:23]3)[cH:32][cH:31][cH:30][cH:29]2)=[O:27])[s:8][c:9]2[c:10]1[cH:11][cH:12][cH:13][cH:14]2.